Dataset: the Open Reaction Database (ORD), a public repository of structured organic reaction records. Task: describe an organic reaction: reactants, conditions, products, and yield Reactants: ClCC=1SC2=NC=CC=C2N1 (2-(chloromethyl)[1,3]thiazolo[5,4-b]pyridine), CC(OCC)=O (EA), ClC1=C(C=CC=C1)N1CCNCC1 (1-(2-chlorophenyl)piperazine), D1. The product is ClC1=C(C=CC=C1)N1CCN(CC1)CC=1SC2=NC=CC=C2N1 (2-{[4-(2-chlorophenyl)-1-piperazinyl]methyl}[1,3]thiazolo[5,4-b]pyridine). Reaction SMILES: Cl[CH2:2][C:3]1[S:4][C:5]2[C:10]([N:11]=1)=[CH:9][CH:8]=[CH:7][N:6]=2.[Cl:12][C:13]1[CH:18]=[CH:17][CH:16]=[CH:15][C:14]=1[N:19]1[CH2:24][CH2:23][NH:22][CH2:21][CH2:20]1.CC(=O)OCC>>[Cl:12][C:13]1[CH:18]=[CH:17][CH:16]=[CH:15][C:14]=1[N:19]1[CH2:24][CH2:23][N:22]([CH2:2][C:3]2[S:4][C:5]3[C:10]([N:11]=2)=[CH:9][CH:8]=[CH:7][N:6]=3)[CH2:21][CH2:20]1. Procedure: The product from Example 38A (60 mg, 0.3 mmol), 1-(2-chlorophenyl)piperazine (70 mg, 0.31 mmol), and D1 EA (110 μL, 0.66 mmol) were processed as described in Example 38B to provide the title compound. 1H NMR (500 MHz, DMSO-d6) δ 2.77 (m, 4H) 3.12 (m, 4H) 4.06 (s, 2H) 7.03 (m, 1H) 7.19 (m, 1H) 7.29 (m, 1H) 7.39 (dd, J=7.96, 1.40 Hz, 1H) 7.54 (dd, J=8.11, 4.68 Hz, 1H) 8.31 (dd, J=8.11, 1.56 Hz, 1H) 8.58 (dd, J=4.68, 1.56 Hz, 1H) (ESI) m/z 345 (M+H)+.